This data is from the Open Reaction Database (ORD), a public repository of structured organic reaction records. The task is: describe an organic reaction: reactants, conditions, products, and yield The reactants are CC(C)=O, COc1cc(Cl)cc(C(C)O)c1OC. Product: COc1cc(Cl)cc(C(C)=O)c1OC. Reaction SMILES: [CH3:15][C:16](=[O:17])[CH3:18].[Cl:1][c:2]1[cH:3][c:4]([O:13][CH3:14])[c:5]([O:11][CH3:12])[c:6]([CH:8]([CH3:9])[OH:10])[cH:7]1>>[Cl:1][c:2]1[cH:3][c:4]([O:13][CH3:14])[c:5]([O:11][CH3:12])[c:6]([C:8]([CH3:9])=[O:10])[cH:7]1.